This data is from the Open Reaction Database (ORD), a public repository of structured organic reaction records. The task is: describe an organic reaction: reactants, conditions, products, and yield The reactants are N12C=C(C(CC1)CC2)C=O (1-Azabicyclo[2.2.2]oct-2-ene-3-carboxaldehyde), Cl.NO (Hydroxylamine hydrochloride). Solvent: CO (methanol), C(C)(C)O (isopropanol). Reaction conditions: time 18 hour. Yields the product Cl.N12C=C(C(CC1)CC2)C=NO (1-Azabicyclo[2.2.2]oct-2-ene-3-carboxaldehyde oxime,hydrochloride). The yield is 75.0%. RXN SMILES: [N:1]12[CH2:8][CH2:7][CH:4]([CH2:5][CH2:6]1)[C:3]([CH:9]=O)=[CH:2]2.[ClH:11].[NH2:12][OH:13]>CO.C(O)(C)C>[ClH:11].[N:1]12[CH2:8][CH2:7][CH:4]([CH2:5][CH2:6]1)[C:3]([CH:9]=[N:12][OH:13])=[CH:2]2 |f:1.2,5.6|. Reported procedure: 1-Azabicyclo[2.2.2]oct-2-ene-3-carboxaldehyde (1 g, 7.29 mmol) was dissolved in 50 ml of methanol. Hydroxylamine hydrochloride was added to the solution and the reaction was stirred at room temperature for 18 hours. The reaction was concentrated in vacuo to afford a white crystalline residue. The crystalline residue was suspended in 50 ml of isopropanol and refluxed for 15 minutes A crystalline material separated to afford the desired oxime (1.08 g, 75%), mp 227°-229° C. Starting materials: CCn1ncc2c(Cl)c(C(=O)c3ccccc3)cnc21, CC(C)=NO, CC(C)(C)[O-], [K+], C1CCOC1. Yields the product CCn1ncc2c(ON=C(C)C)c(C(=O)c3ccccc3)cnc21. Reaction SMILES: [C:12]([c:13]1[cH:14][cH:15][cH:16][cH:17][cH:18]1)(=[O:19])[c:20]1[c:21]([Cl:31])[c:22]2[c:23]([n:24][cH:25]1)[n:26]([CH2:29][CH3:30])[n:27][cH:28]2.[CH3:1][C:2]([CH3:3])=[N:4][OH:5].[CH3:6][C:7]([CH3:8])([O-:9])[CH3:10].[K+:11].[O:32]1[CH2:33][CH2:34][CH2:35][CH2:36]1>>[CH3:1][C:2]([CH3:3])=[N:4][O:5][c:21]1[c:20]([C:12]([c:13]2[cH:14][cH:15][cH:16][cH:17][cH:18]2)=[O:19])[cH:25][n:24][c:23]2[c:22]1[cH:28][n:27][n:26]2[CH2:29][CH3:30]. Reactants: FC(S(=O)(=O)OC=1C=C(C=CC1)C12OCC(CC1)(CC2)CCOCC(=O)OC(C)(C)C)(F)F (tert-butyl 2-(2-(1-(3-(((trifluoromethyl)sulfonyl)oxy)phenyl)-2-oxabicyclo[2.2.2]octan-4-yl)ethoxy)acetate), C(=O)O (formic acid). Solvent: C(Cl)Cl (CH2Cl2). Run at time 18 hour. The product is FC(S(=O)(=O)OC=1C=C(C=CC1)C12OCC(CC1)(CC2)CCOCC(=O)O)(F)F (2-(2-(1-(3-(Trifluoromethylsulfonyloxy)phenyl)-2-oxabicyclo[2.2.2]octan-4-yl)ethoxy)acetic acid). The yield is 75.4%. As a reaction SMILES: [F:1][C:2]([F:33])([F:32])[S:3]([O:6][C:7]1[CH:8]=[C:9]([C:13]23[CH2:20][CH2:19][C:16]([CH2:21][CH2:22][O:23][CH2:24][C:25]([O:27]C(C)(C)C)=[O:26])([CH2:17][CH2:18]2)[CH2:15][O:14]3)[CH:10]=[CH:11][CH:12]=1)(=[O:5])=[O:4].C(O)=O>C(Cl)Cl>[F:33][C:2]([F:1])([F:32])[S:3]([O:6][C:7]1[CH:8]=[C:9]([C:13]23[CH2:18][CH2:17][C:16]([CH2:21][CH2:22][O:23][CH2:24][C:25]([OH:27])=[O:26])([CH2:19][CH2:20]2)[CH2:15][O:14]3)[CH:10]=[CH:11][CH:12]=1)(=[O:4])=[O:5]. Procedure details: A mixture of tert-butyl 2-(2-(1-(3-(((trifluoromethyl)sulfonyl)oxy)phenyl)-2-oxabicyclo[2.2.2]octan-4-yl)ethoxy)acetate (28 mg, 0.057 mmol) and formic acid (0.022 mL, 0.57 mmol) in CH2Cl2 (0.5 mL) was stirred at rt for 18 h, then was concentrated in vacuo. The crude material was purified by preparative LC/MS (Column: Waters XBridge C18, 19×100 mm, 5-nm particles; Mobile Phase A: 5:95 MeCN:water with 0.1% TFA; Mobile Phase B: 95:5 MeCN:water with 0.1% TFA; Gradient: 40-80% B over 10 min, then a 5...